From a dataset of the Open Reaction Database (ORD), a public repository of structured organic reaction records. describe an organic reaction: reactants, conditions, products, and yield Starting materials: [BH3-]C#N, CO, CC(C)=O, Cl, Cl, COC(=O)C1=CCCNC1, [Na+], O=Cc1ccc(O)cc1. The product is Cl, COC(=O)C1=CCCN(Cc2ccc(O)cc2)C1. As a reaction SMILES: [C:10]([BH3-:11])#[N:12].[CH3:26][OH:27].[CH3:28][C:29](=[O:30])[CH3:31].[ClH:14].[ClH:25].[NH:15]1[CH2:16][C:17]([C:21](=[O:22])[O:23][CH3:24])=[CH:18][CH2:19][CH2:20]1.[Na+:13].[OH:1][c:2]1[cH:3][cH:4][c:5]([CH:6]=[O:7])[cH:8][cH:9]1>>[ClH:14].[OH:1][c:2]1[cH:3][cH:4][c:5]([CH2:6][N:15]2[CH2:16][C:17]([C:21](=[O:22])[O:23][CH3:24])=[CH:18][CH2:19][CH2:20]2)[cH:8][cH:9]1. Starting materials: CC(C)(C)S (2-methyl-2-propanethiol), COC1=CC=C(CO)C=C1 (4-methoxybenzyl alcohol). Reagents/catalysts: [I-].[Zn+2].[I-] (zinc iodide). Solvent: ClCCCl (1,2-dichloroethane), O (water), C(Cl)Cl (methylene chloride). Conditions: time 18 hour. The product is COC1=CC=C(CSC(C)(C)C)C=C1 (t-Butyl 4-Methoxybenzyl Sulfide). As a reaction SMILES: [CH3:1][O:2][C:3]1[CH:10]=[CH:9][C:6]([CH2:7]O)=[CH:5][CH:4]=1.[CH3:11][C:12]([SH:15])([CH3:14])[CH3:13]>ClCCCl.O.C(Cl)Cl.[I-].[Zn+2].[I-]>[CH3:1][O:2][C:3]1[CH:10]=[CH:9][C:6]([CH2:7][S:15][C:12]([CH3:14])([CH3:13])[CH3:11])=[CH:5][CH:4]=1 |f:5.6.7|. Reported procedure: A mixture of 4-methoxybenzyl alcohol (10.13 g) and zinc iodide (11.7 g) in 1,2-dichloroethane (120 mL) was treated with 2-methyl-2-propanethiol (9.92 mL) in one portion. The resulting mixture was stirred at room temperature. After about 18 hours, the reaction was diluted with water (100 mL) and methylene chloride 100 mL). The organic phase was removed, dried over magnesium sulfate, filtered, and concentrated in vacuo to give 14.4 g of an oil.